describe an organic reaction: reactants, conditions, products, and yield From a dataset of the Open Reaction Database (ORD), a public repository of structured organic reaction records. Starting materials: CS(=O)(=O)c1ccc(Br)cc1F, C[S-], ClCCl, [Na+], CN(C)C=O, O. Product: CSc1cc(Br)ccc1S(C)(=O)=O. Reaction SMILES: [Br:1][c:2]1[cH:3][c:4]([F:12])[c:5]([S:8](=[O:9])(=[O:10])[CH3:11])[cH:6][cH:7]1.[CH3:18][S-:19].[Cl:22][CH2:23][Cl:24].[Na+:20].[O:13]=[CH:14][N:15]([CH3:16])[CH3:17].[OH2:21]>>[Br:1][c:2]1[cH:3][c:4]([S:19][CH3:18])[c:5]([S:8](=[O:9])(=[O:10])[CH3:11])[cH:6][cH:7]1. Procedure details: (Deprotection Method A) Trifluoroacetic acid was added to a stirring suspension of (R)-N-[2-(4-methoxybenzoylamino)-2-phenylethyl]-1-tert-butoxycarbonylpiperidine-4-carboxamide (2.0 g, 4.2 mmol), methylene chloride (20 mL), and anisole (0.5 g, 4.6 mmol) at room temperature. A solution was obtained and bubbling was observed. After 1 h, the reaction mixture was evaporated at 40° C. The residue was taken up in warm methanol, and to this stirring solution was added ether to precipitate the product. ... Isolated yield 92.0%. The product is FC(C(=O)O)(F)F.COC1=CC=C(C(=O)N[C@@H](CNC(=O)C2CCNCC2)C2=CC=CC=C2)C=C1 ((R)-N-[2-(4-Methoxybenzoylamino)-2-phenylethyl]piperidine-4-carboxamide trifluoroacetate). As a reaction SMILES: [F:1][C:2]([F:7])([F:6])[C:3]([OH:5])=[O:4].[CH3:8][O:9][C:10]1[CH:42]=[CH:41][C:13]([C:14]([NH:16][C@H:17]([C:35]2[CH:40]=[CH:39][CH:38]=[CH:37][CH:36]=2)[CH2:18][NH:19][C:20]([CH:22]2[CH2:27][CH2:26][N:25](C(OC(C)(C)C)=O)[CH2:24][CH2:23]2)=[O:21])=[O:15])=[CH:12][CH:11]=1.C1(OC)C=CC=CC=1>C(Cl)Cl>[F:1][C:2]([F:7])([F:6])[C:3]([OH:5])=[O:4].[CH3:8][O:9][C:10]1[CH:11]=[CH:12][C:13]([C:14]([NH:16][C@H:17]([C:35]2[CH:36]=[CH:37][CH:38]=[CH:39][CH:40]=2)[CH2:18][NH:19][C:20]([CH:22]2[CH2:27][CH2:26][NH:25][CH2:24][CH2:23]2)=[O:21])=[O:15])=[CH:41][CH:42]=1 |f:4.5|. The solvent is C(Cl)Cl (methylene chloride). Reactants: FC(C(=O)O)(F)F (Trifluoroacetic acid), COC1=CC=C(C(=O)N[C@@H](CNC(=O)C2CCN(CC2)C(=O)OC(C)(C)C)C2=CC=CC=C2)C=C1 ((R)-N-[2-(4-methoxybenzoylamino)-2-phenylethyl]-1-tert-butoxycarbonylpiperidine-4-carboxamide), C1(=CC=CC=C1)OC (anisole). Run at time 1 hour.